From a dataset of the Open Reaction Database (ORD), a public repository of structured organic reaction records. describe an organic reaction: reactants, conditions, products, and yield Reactants: CCN(Cc1cc(C(F)(F)F)ccc1-c1cc(C(C)C(=O)N2C(=O)OC(c3ccccc3)C2C)cc(C(F)(F)F)c1)C(=O)C1CC1, Cl, [Li+], [OH-], O, OO. Product: CCN(Cc1cc(C(F)(F)F)ccc1-c1cc(C(C)C(=O)O)cc(C(F)(F)F)c1)C(=O)C1CC1. RXN SMILES: [CH2:1]([CH3:2])[N:3]([C:4](=[O:5])[CH:6]1[CH2:7][CH2:8]1)[CH2:9][c:10]1[c:11](-[c:20]2[cH:21][c:22]([CH:30]([C:31](=[O:32])[N:33]3[CH:34]([CH3:35])[CH:36]([c:37]4[cH:38][cH:39][cH:40][cH:41][cH:42]4)[O:43][C:44]3=[O:45])[CH3:46])[cH:23][c:24]([C:26]([F:27])([F:28])[F:29])[cH:25]2)[cH:12][cH:13][c:14]([C:16]([F:17])([F:18])[F:19])[cH:15]1.[ClH:51].[Li+:47].[OH-:48].[OH2:52].[OH:49][OH:50]>>[CH2:1]([CH3:2])[N:3]([C:4](=[O:5])[CH:6]1[CH2:7][CH2:8]1)[CH2:9][c:10]1[c:11](-[c:20]2[cH:21][c:22]([CH:30]([C:31]([OH:32])=[O:48])[CH3:46])[cH:23][c:24]([C:26]([F:27])([F:28])[F:29])[cH:25]2)[cH:12][cH:13][c:14]([C:16]([F:17])([F:18])[F:19])[cH:15]1. Solvent: CCO (EtOH), CCO (EtOH), CCO (EtOH). RXN SMILES: [C:1]12([N:11]3[C:15]4[CH:16]=[C:17]([O:20][CH2:21][CH3:22])[CH:18]=[CH:19][C:14]=4[N:13]([S:23]([C:26]4[CH:31]=[CH:30][C:29]([NH2:32])=[CH:28][C:27]=4[O:33][CH3:34])(=[O:25])=[O:24])[C:12]3=[O:35])[CH2:10][CH:5]3[CH2:6][CH:7]([CH2:9][CH:3]([CH2:4]3)[CH2:2]1)[CH2:8]2.[CH2:36]([N:38]([CH2:41][CH3:42])[C:39]#[N:40])[CH3:37].CCOC(C)=O.[ClH:49]>CCO>[OH2:20].[ClH:49].[C:1]12([N:11]3[C:15]4[CH:16]=[C:17]([O:20][CH2:21][CH3:22])[CH:18]=[CH:19][C:14]=4[N:13]([S:23]([C:26]4[CH:31]=[CH:30][C:29]([NH:32][C:39]([N:38]([CH2:41][CH3:42])[CH2:36][CH3:37])=[NH:40])=[CH:28][C:27]=4[O:33][CH3:34])(=[O:24])=[O:25])[C:12]3=[O:35])[CH2:2][CH:3]3[CH2:4][CH:5]([CH2:6][CH:7]([CH2:9]3)[CH2:8]1)[CH2:10]2 |f:5.6.7|. Reaction conditions: time 5 hour. Product: O.Cl.C12(CC3CC(CC(C1)C3)C2)N2C(N(C3=C2C=C(C=C3)OCC)S(=O)(=O)C3=C(C=C(C=C3)NC(=N)N(CC)CC)OC)=O (3-(Adamant-1-yl)-5-ethoxy-1-[4-(3,3-diethylguanidino)-2-methoxybenzenesulfonyl]-1,3-dihydro-2H-benzimidazol-2-one hydrochloride monohydrate). The reactants are C(C)N(C#N)CC (N,N-diethylcyanamide), solution, Cl (HCl), Cl (HCl), C12(CC3CC(CC(C1)C3)C2)N2C(N(C3=C2C=C(C=C3)OCC)S(=O)(=O)C3=C(C=C(C=C3)N)OC)=O (3-(Adamant-1-yl)-1-(4-amino-2-methoxybenzenesulfonyl)-5-ethoxy-1,3-dihydro-2H-benzimidazol-2-one), C(C)N(C#N)CC (N,N-diethylcyanamide), CCOC(=O)C (AcOEt), solution, Cl (HCl). Reported procedure: A mixture of 1.5 g of the compound obtained in EXAMPLE 40 step B), 1.5 g of N,N-diethylcyanamide, 20 ml of AcOEt and 3 ml of a 20% solution of HCl in EtOH is refluxed for 22 hours. 2 g of N,N-diethylcyanamide and 3 ml of a 20% solution of HCl in EtOH are then added and reflux is continued for 5 hours. After cooling, the reaction mixture is extracted with AcOEt, the organic phase is washed with water, with a 1N solution of NaHCO3 and with water and dried over Na2SO4 and the solvent is evaporated ... Reactants: CCCCCC, B1C2CCCC1CCC2, Cl. Product: ClB1C2CCCC1CCC2. RXN SMILES: [CH3:11][CH2:12][CH2:13][CH2:14][CH2:15][CH3:16].[CH:1]12[BH:2][CH:6]([CH2:5][CH2:4][CH2:3]1)[CH2:7][CH2:8][CH2:9]2.[ClH:10]>>[CH:1]12[B:2]([Cl:10])[CH:6]([CH2:5][CH2:4][CH2:3]1)[CH2:7][CH2:8][CH2:9]2. The reactants are BrCCCCCCCCC(=O)O (9-bromononanoic acid), CS(=O)(=O)O (methane sulfonic acid), C(C)O (ethanol). The product is ethyl 9-bromonanoate. Yield: 96.0%. As a reaction SMILES: [Br:1][CH2:2][CH2:3][CH2:4][CH2:5][CH2:6][CH2:7][CH2:8][CH2:9][C:10]([OH:12])=[O:11].CS(O)(=O)=O.[CH2:18](O)[CH3:19]>>[BrH:1]1[CH:9]([C:10]([O:12][CH2:18][CH3:19])=[O:11])[CH2:8][CH2:7][CH2:6][CH2:5][CH2:4][CH2:3][CH2:2]1. Procedure details: A solution of 2.8 g (0.012 mole) of 9-bromononanoic acid, 2 ml of methane sulfonic acid, and 150 ml of absolute ethanol was heated at reflux for 2 h. The mixture was concentrated under reduced pressure and the residue partitioned between ethyl acetate and water. The organic layer was washed with water and brine, dried (MgSO4) and concentrated under reduced pressure to yield 3.0 g (96%) of ethyl 9-bromonanoate as a light-yellow liquid. A mixture of 3.4 g (0.011 mole) of α,α-bis(4-fluorophenyl)-4-... Starting materials: CC(C)C(=O)Nc1cccc(C2CCNCC2)c1, COc1cccc(OCCCCCl)c1. Yields the product COc1cccc(OCCCCN2CCC(c3cccc(NC(=O)C(C)C)c3)CC2)c1. RXN SMILES: [CH3:15][CH:16]([C:17](=[O:18])[NH:19][c:20]1[cH:21][c:22]([CH:26]2[CH2:27][CH2:28][NH:29][CH2:30][CH2:31]2)[cH:23][cH:24][cH:25]1)[CH3:32].[Cl:1][CH2:2][CH2:3][CH2:4][CH2:5][O:6][c:7]1[cH:8][c:9]([O:13][CH3:14])[cH:10][cH:11][cH:12]1>>[CH2:2]([CH2:3][CH2:4][CH2:5][O:6][c:7]1[cH:8][c:9]([O:13][CH3:14])[cH:10][cH:11][cH:12]1)[N:29]1[CH2:28][CH2:27][CH:26]([c:22]2[cH:21][c:20]([NH:19][C:17]([CH:16]([CH3:15])[CH3:32])=[O:18])[cH:25][cH:24][cH:23]2)[CH2:31][CH2:30]1. The reactants are O[C@H]([C@@H](CN1C(C2=CC=CC=C2C1=O)=O)C)C1=CC(=CC=C1)O (2-((2R,3R)-3-Hydroxy-3-(3-hydroxyphenyl)-2-methylpropyl)isoindoline-1,3-dione), CS(=O)(=O)OCC1CCCC1 (cyclopentylmethyl methanesulfonate). Yields the product C1(CCCC1)COC=1C=C(C=CC1)[C@@H]([C@@H](CN1C(C2=CC=CC=C2C1=O)=O)C)O (2-((2R,3R)-3-(3-(cyclopentylmethoxy)phenyl)-3-hydroxy-2-methylpropyl)isoindoline-1,3-dione). As a reaction SMILES: [OH:1][C@@H:2]([C:17]1[CH:22]=[CH:21][CH:20]=[C:19]([OH:23])[CH:18]=1)[C@H:3]([CH3:16])[CH2:4][N:5]1[C:13](=[O:14])[C:12]2[C:7](=[CH:8][CH:9]=[CH:10][CH:11]=2)[C:6]1=[O:15].CS(O[CH2:29][CH:30]1[CH2:34][CH2:33][CH2:32][CH2:31]1)(=O)=O>>[CH:30]1([CH2:29][O:23][C:19]2[CH:18]=[C:17]([C@H:2]([OH:1])[C@H:3]([CH3:16])[CH2:4][N:5]3[C:13](=[O:14])[C:12]4[C:7](=[CH:8][CH:9]=[CH:10][CH:11]=4)[C:6]3=[O:15])[CH:22]=[CH:21][CH:20]=2)[CH2:34][CH2:33][CH2:32][CH2:31]1. Procedure: 2-((2R,3R)-3-Hydroxy-3-(3-hydroxyphenyl)-2-methylpropyl)isoindoline-1,3-dione (82) was reacted with cyclopentylmethyl methanesulfonate following the method described for Example 72 to give 2-((2R,3R)-3-(3-(cyclopentylmethoxy)phenyl)-3-hydroxy-2-methylpropyl)isoindoline-1,3-dione as a colorless oil. Yield (0.295 g, 61%). 1H NMR (400 MHz, DMSO-d6) δ 7.75-7.80 (m, 4H), 7.13 (t, J=7.8 Hz, 1H), 6.83-6.88 (m, 2H), 6.66-6.69 (m, 1H), 5.30 (d, J=4.5 Hz, 1H), 4.38-4.41 (m, 1H), 3.77 (d, J=7.0 Hz, 2H), 3.... The reactants are [Si](C)(C)(C(C)(C)C)OCC(C)N1C=C(C=2C=NC=CC21)I (1-(2-{[tert-butyl(dimethyl)silyl]oxy}-1-methylethyl)-3-iodo-1H-pyrrolo[3,2-c]pyridine), C(C)(C)[Mg]Cl (iPrMgCl), BrC=1C=NC=C(C(=O)N(C)OC)C1 (5-bromo-N-methoxy-N-methylnicotinamide). Solvent: C1CCOC1 (THF), C1CCOC1 (THF). Conditions: time 1 hour. The product is BrC=1C=C(C=NC1)C(=O)C1=CN(C2=C1C=NC=C2)[C@H](CO[Si](C)(C)C(C)(C)C)C ((S)-(5-bromopyridin-3-yl)[1-(2-{[tert-butyl(dimethyl)silyl]oxy}-1-methylethyl)-1H-pyrrolo[3,2-c]pyridin-3-yl]methanone). Yield: 99.9%. As a reaction SMILES: [Si:1]([O:8][CH2:9][CH:10]([N:12]1[C:20]2[CH:19]=[CH:18][N:17]=[CH:16][C:15]=2[C:14](I)=[CH:13]1)[CH3:11])([C:4]([CH3:7])([CH3:6])[CH3:5])([CH3:3])[CH3:2].C([Mg]Cl)(C)C.[Br:27][C:28]1[CH:29]=[N:30][CH:31]=[C:32]([CH:39]=1)[C:33](N(OC)C)=[O:34]>C1COCC1>[Br:27][C:28]1[CH:39]=[C:32]([C:33]([C:14]2[C:15]3[CH:16]=[N:17][CH:18]=[CH:19][C:20]=3[N:12]([C@@H:10]([CH3:11])[CH2:9][O:8][Si:1]([C:4]([CH3:7])([CH3:6])[CH3:5])([CH3:3])[CH3:2])[CH:13]=2)=[O:34])[CH:31]=[N:30][CH:29]=1. Procedure details: To a solution of 1-(2-{[tert-butyl(dimethyl)silyl]oxy}-1-methylethyl)-3-iodo-1H-pyrrolo[3,2-c]pyridine (Preparation 55, 16 g, 38.6 mmol) in THF (340 mL) was added iPrMgCl (23.2 mL, 46.3 mmol, 2M solution in THF) dropwise at 0° C. After stirring at this temperature for 1 hour, a solution of 5-bromo-N-methoxy-N-methylnicotinamide (11.4 g, 46.3 mmol) in THF (40 mL) was added slowly to the reaction. The reaction was warmed at room temperature and stirred for 18 hours. The reaction was quenched by th...